Dataset: the Open Reaction Database (ORD), a public repository of structured organic reaction records. Task: describe an organic reaction: reactants, conditions, products, and yield Yield: 24.0%. Yields the product BrCC1=NC(=CC=C1)CO[C@@H]1COCC1 ((S)-2-Bromomethyl-6-(tetrahydrofuran-3-yloxymethyl)pyridine). Procedure details: Prepared from 2,6-bis(bromomethyl)pyridine and (S)-tetrahydrofuran-3-ol by the alkylation method described for the final step of Example 32 to give the title compound (24%); NMR δH (400 MHz, CDCl3) 7.70 (1H, t, J 7.5 Hz), 7.39 (1H, d, J 7.5 Hz), 7.34 (1H, d, J 7.5 Hz), 4.67-4.59 (2H, m), 4.52 (2H, s), 4.31-4.26 (1H, m) 3.98-3.81 (4H, m), 2.11-1.99 (2H, m); (M+H)+ 272, 274. The reactants are BrCC1=NC(=CC=C1)CBr (2,6-bis(bromomethyl)pyridine), O1C[C@H](CC1)O ((S)-tetrahydrofuran-3-ol). As a reaction SMILES: Br[CH2:2][C:3]1[CH:8]=[CH:7][CH:6]=[C:5]([CH2:9][Br:10])[N:4]=1.[O:11]1[CH2:15][CH2:14][C@H:13]([OH:16])[CH2:12]1>>[Br:10][CH2:9][C:5]1[CH:6]=[CH:7][CH:8]=[C:3]([CH2:2][O:16][C@H:13]2[CH2:14][CH2:15][O:11][CH2:12]2)[N:4]=1. Starting materials: O=C([O-])[O-], CC(=O)Nc1cn2nc(-c3cccc(NS(=O)(=O)c4ccc(C)cc4)c3)ccc2n1, CI, [K+], [K+], CN(C)C=O, O. Product: CC(=O)Nc1cn2nc(-c3cccc(N(C)S(=O)(=O)c4ccc(C)cc4)c3)ccc2n1. RXN SMILES: [C:31](=[O:32])([O-:33])[O-:34].[CH3:1][c:2]1[cH:3][cH:4][c:5]([S:8](=[O:9])(=[O:10])[NH:11][c:12]2[cH:13][c:14](-[c:18]3[cH:19][cH:20][c:21]4[n:22]([n:23]3)[cH:24][c:25]([NH:27][C:28]([CH3:29])=[O:30])[n:26]4)[cH:15][cH:16][cH:17]2)[cH:6][cH:7]1.[I:42][CH3:43].[K+:35].[K+:36].[O:37]=[CH:38][N:39]([CH3:40])[CH3:41].[OH2:44]>>[CH3:1][c:2]1[cH:3][cH:4][c:5]([S:8](=[O:9])(=[O:10])[N:11]([c:12]2[cH:13][c:14](-[c:18]3[cH:19][cH:20][c:21]4[n:22]([n:23]3)[cH:24][c:25]([NH:27][C:28]([CH3:29])=[O:30])[n:26]4)[cH:15][cH:16][cH:17]2)[CH3:31])[cH:6][cH:7]1.